From a dataset of the Open Reaction Database (ORD), a public repository of structured organic reaction records. describe an organic reaction: reactants, conditions, products, and yield Reactants: COCCCOC1=C(C=CC(=C1)C)CO ([2-(3-methoxy-propoxy)-4-methyl-phenyl]-methanol), C[Si](Br)(C)C (trimethylbromosilane). The solvent is C(Cl)(Cl)Cl (chloroform). The product is BrCC1=C(C=CC=C1)OCCCOC (1-Bromomethyl-2-(3-methoxy-propoxy)-benzene). Isolated yield 110.3%. As a reaction SMILES: [CH3:1][O:2][CH2:3][CH2:4][CH2:5][O:6][C:7]1[CH:12]=[C:11](C)[CH:10]=[CH:9][C:8]=1[CH2:14]O.C[Si](C)(C)[Br:18]>C(Cl)(Cl)Cl>[Br:18][CH2:14][C:8]1[CH:9]=[CH:10][CH:11]=[CH:12][C:7]=1[O:6][CH2:5][CH2:4][CH2:3][O:2][CH3:1]. Reported procedure: To a solution of the title C compound, [2-(3-methoxy-propoxy)-4-methyl-phenyl]-methanol (300 mg, 1.4 mmol) in 5 mL of chloroform is added trimethylbromosilane (0.28 mL, 2.1 mmol), with stiffing at room temperature. After 2 h the solvent is evaporated off and the crude residue is purified by flash column chromatography on silica gel (hexane/EtOAc 1/1) to afford the title compound as a colorless oil (0.4 g). Rt (HPLC, Nucleosil C18, 10:90-100:0 CH3CN/H2O+0.1% TFA within 5 min, then 100% CH3CN+0.1%... The reactants are NC1=NC=CC=C1OCC1=CC=CC=C1 (2-Amino-3-benzyloxypyridine), BrCC=O (bromoacetaldehye), C(O)([O-])=O.[Na+] (sodium hydrogen carbonate). The solvent is O1CCCC1 (tetrahydrofuran). Yields the product C(C1=CC=CC=C1)OC=1C=2N(C=CC1)C=CN2 (8-Benzyloxyimidazo[1,2-a]pyridine). Reaction SMILES: [NH2:1][C:2]1[C:7]([O:8][CH2:9][C:10]2[CH:15]=[CH:14][CH:13]=[CH:12][CH:11]=2)=[CH:6][CH:5]=[CH:4][N:3]=1.Br[CH2:17][CH:18]=O.C(=O)([O-])O.[Na+]>O1CCCC1>[CH2:9]([O:8][C:7]1[C:2]2[N:3]([CH:17]=[CH:18][N:1]=2)[CH:4]=[CH:5][CH:6]=1)[C:10]1[CH:11]=[CH:12][CH:13]=[CH:14][CH:15]=1 |f:2.3|. Procedure details: 2-Amino-3-benzyloxypyridine is reacted with bromoacetaldehye in aqueous tetrahydrofuran in the presence of sodium hydrogen carbonate, whereby the above-identified compound is obtained. Starting materials: C(C)(C)(C)OC(=O)N[C@@H](CC1CCOCC1)C(=O)OC (methyl N-(tert-butoxycarbonyl)-3-(tetrahydro-2H-pyran-4-yl)-L-alaninate), C1CCOC1 (THF), [OH-].[Li+] (lithium hydroxide). Solvent: O (water). Reaction conditions: time 8 hour. Yields the product C(C)(C)(C)OC(=O)N[C@@H](CC1CCOCC1)C(=O)O (N-(tert-butoxycarbonyl)-3-(tetrahydro-2H-pyran-4-yl)-L-alanine). The yield is 95.3%. Reaction SMILES: [C:1]([O:5][C:6]([NH:8][C@H:9]([C:17]([O:19]C)=[O:18])[CH2:10][CH:11]1[CH2:16][CH2:15][O:14][CH2:13][CH2:12]1)=[O:7])([CH3:4])([CH3:3])[CH3:2].C1COCC1.[OH-].[Li+]>O>[C:1]([O:5][C:6]([NH:8][C@H:9]([C:17]([OH:19])=[O:18])[CH2:10][CH:11]1[CH2:12][CH2:13][O:14][CH2:15][CH2:16]1)=[O:7])([CH3:4])([CH3:2])[CH3:3] |f:2.3|. Procedure: A 500-mL round-bottomed flask was charged with methyl N-(tert-butoxycarbonyl)-3-(tetrahydro-2H-pyran-4-yl)-L-alaninate (8.81 g, 30.7 mmol), 100 mL of THF, 100 mL of water and lithium hydroxide (2.20 g, 92 mmol). After stirring overnight at room temperature, the mixture was concentrated and acidified to pH 3 with concentrated aqueous HCl. The mixture was then extracted with EtOAc, dried (MgSO4), filtered, and concentrated to give N-(tert-butoxycarbonyl)-3-(tetrahydro-2H-pyran-4-yl)-L-alanine (8.0... The reactants are COCCOCCBr, CCOC(=O)c1c[nH]c(=O)cc1Nc1ccc(I)cc1F, [H-], [Na+], CN(C)C=O. The product is CCOC(=O)c1cn(CCOCCOC)c(=O)cc1Nc1ccc(I)cc1F. As a reaction SMILES: [Br:24][CH2:25][CH2:26][O:27][CH2:28][CH2:29][O:30][CH3:31].[F:1][c:2]1[c:3]([NH:4][c:5]2[c:6]([C:12](=[O:13])[O:14][CH2:15][CH3:16])[cH:7][nH:8][c:9](=[O:11])[cH:10]2)[cH:17][cH:18][c:19]([I:21])[cH:20]1.[H-:23].[Na+:22].[O:32]=[CH:33][N:34]([CH3:35])[CH3:36]>>[F:1][c:2]1[c:3]([NH:4][c:5]2[c:6]([C:12](=[O:13])[O:14][CH2:15][CH3:16])[cH:7][n:8]([CH2:25][CH2:26][O:27][CH2:28][CH2:29][O:30][CH3:31])[c:9](=[O:11])[cH:10]2)[cH:17][cH:18][c:19]([I:21])[cH:20]1. Reactants: CCOC(C(=O)O)c1ccc(OC)cc1F, Cl, N#Cc1ccc(CN)c(O)c1. Yields the product CCOC(C(=O)NCc1ccc(C#N)cc1O)c1ccc(OC)cc1F. As a reaction SMILES: [CH2:1]([CH3:2])[O:3][CH:4]([C:5](=[O:6])[OH:7])[c:8]1[c:9]([F:16])[cH:10][c:11]([O:14][CH3:15])[cH:12][cH:13]1.[ClH:17].[NH2:18][CH2:19][c:20]1[c:21]([OH:28])[cH:22][c:23]([C:24]#[N:25])[cH:26][cH:27]1>>[CH2:1]([CH3:2])[O:3][CH:4]([C:5](=[O:7])[NH:18][CH2:19][c:20]1[c:21]([OH:28])[cH:22][c:23]([C:24]#[N:25])[cH:26][cH:27]1)[c:8]1[c:9]([F:16])[cH:10][c:11]([O:14][CH3:15])[cH:12][cH:13]1. Starting materials: ClC1=CC=C(C=C1)C(CN1N=CN=C1)=[N+](C)[O-] (1-(4-chlorophenyl)-N-methyl-2-(1H-1,2,4-triazol-1-yl)ethanimine N-oxide), C=CCCCCCCCCCCCCCCCC (1-octadecene). Run in C1(=CC=CC=C1)C (toluene). The product is ClC1=CC=C(C=C1)C1(N(OC(C1)CCCCCCCCCCCCCCCC)C)CN1N=CN=C1 (3-(4-Chlorophenyl)-3-(1H-1,2,4-triazol-1-ylmethyl)-2-methyl-5-n-hexadecylisoxazolidine). As a reaction SMILES: [Cl:1][C:2]1[CH:7]=[CH:6][C:5]([C:8](=[N+:15]([O-:17])[CH3:16])[CH2:9][N:10]2[CH:14]=[N:13][CH:12]=[N:11]2)=[CH:4][CH:3]=1.[CH2:18]=[CH:19][CH2:20][CH2:21][CH2:22][CH2:23][CH2:24][CH2:25][CH2:26][CH2:27][CH2:28][CH2:29][CH2:30][CH2:31][CH2:32][CH2:33][CH2:34][CH3:35]>C1(C)C=CC=CC=1>[Cl:1][C:2]1[CH:7]=[CH:6][C:5]([C:8]2([CH2:9][N:10]3[CH:14]=[N:13][CH:12]=[N:11]3)[CH2:35][CH:34]([CH2:33][CH2:32][CH2:31][CH2:30][CH2:29][CH2:28][CH2:27][CH2:26][CH2:25][CH2:24][CH2:23][CH2:22][CH2:21][CH2:20][CH2:19][CH3:18])[O:17][N:15]2[CH3:16])=[CH:4][CH:3]=1. Reported procedure: A solution of 32.8 g (0.131 mol) of 1-(4-chlorophenyl)-N-methyl-2-(1H-1,2,4-triazol-1-yl)ethanimine N-oxide (1: R=4-Cl) [prepared by reacting 2-(1H-1,2,4-triazol-1-yl)-4'-chloroacetophenone (35.38 g, 0.160 mol) with N-methylhydroxylamine hydrochloride (20.0 g, 0.240 mol) and NaHCO3 (20.12 g, 0.240 mol) in 500 ml ethanol] and 62.8 ml (0.196 mol) of 1-octadecene (2: n=15) in 400 ml toluene is refluxed for 48 hours under a nitrogen atmosphere. Upon cooling to room temperature the solvent is removed...